This data is from the Open Reaction Database (ORD), a public repository of structured organic reaction records. The task is: describe an organic reaction: reactants, conditions, products, and yield The reactants are CC(C)(Br)C(=O)Br, C1CCOC1, CN(C)CCCN. The product is CN(C)CCCNC(=O)C(C)(C)Br. Reaction SMILES: [Br:8][C:9]([C:10](=[O:11])[Br:12])([CH3:13])[CH3:14].[CH2:15]1[O:16][CH2:17][CH2:18][CH2:19]1.[CH3:1][N:2]([CH2:3][CH2:4][CH2:5][NH2:6])[CH3:7]>>[CH3:1][N:2]([CH2:3][CH2:4][CH2:5][NH:6][C:10]([C:9]([Br:8])([CH3:13])[CH3:14])=[O:11])[CH3:7]. The reactants are N1=CC(=CC=C1)C1SCC(N1)C(=O)O (2-(3-pyridyl)thiazolidine-4-carboxylic acid), N1=CC(=CC=C1)CCCN1CCNCC1 (1-[3-(3-pyridyl)propyl]piperazine), ON1N=NC2=C1C=CC=C2 (1-hydroxy-benzotriazole), C1(CCCCC1)N=C=NC1CCCCC1 (dicyclohexylcarbodiimide). The solvent is C(C)(=O)OCC (Ethyl acetate), CN(C=O)C (N,N-dimethylformamide). Reaction conditions: time 8 hour. Yields the product N1=CC(=CC=C1)CCCN1CCN(CC1)C(=O)C1NC(SC1)C=1C=NC=CC1 (1-[3-(3-pyridyl)propyl]-4-[2-(3-pyridyl)thiazolidine-4-ylcarbonyl]piperazine). Yield: 28.5%. As a reaction SMILES: [N:1]1[CH:6]=[CH:5][CH:4]=[C:3]([CH:7]2[NH:11][CH:10]([C:12]([OH:14])=O)[CH2:9][S:8]2)[CH:2]=1.[N:15]1[CH:20]=[CH:19][CH:18]=[C:17]([CH2:21][CH2:22][CH2:23][N:24]2[CH2:29][CH2:28][NH:27][CH2:26][CH2:25]2)[CH:16]=1.ON1C2C=CC=CC=2N=N1.C1(N=C=NC2CCCCC2)CCCCC1>C(OCC)(=O)C.CN(C)C=O>[N:15]1[CH:20]=[CH:19][CH:18]=[C:17]([CH2:21][CH2:22][CH2:23][N:24]2[CH2:29][CH2:28][N:27]([C:12]([CH:10]3[CH2:9][S:8][CH:7]([C:3]4[CH:2]=[N:1][CH:6]=[CH:5][CH:4]=4)[NH:11]3)=[O:14])[CH2:26][CH2:25]2)[CH:16]=1. Reported procedure: To a mixture solution of 2-(3-pyridyl)thiazolidine-4-carboxylic acid 1.7 g, 1-[3-(3-pyridyl)propyl]piperazine 1.56 g, 1-hydroxy-benzotriazole 1.3 g and N,N-dimethylformamide 20 ml was added dicyclohexylcarbodiimide 1.67 g under ice-cooling, and the mixture stirred overnight at room temperature. Ethyl acetate 50 ml was added, the precipitated dicyclohexylurea filtered off, water 30 ml added to the filtrate, the resultant solution basified with sodium hydrogen carbonate and transferred into a sepa...